From a dataset of the Open Reaction Database (ORD), a public repository of structured organic reaction records. describe an organic reaction: reactants, conditions, products, and yield Yields the product [Br-].COC(=O)CCCCCCCCC[P+](C1=CC=CC=C1)(C1=CC=CC=C1)C1=CC=CC=C1 (9-(Methoxycarbonyl)-nonyl-triphenyl-phosphonium bromide). The solvent is C(C)#N (acetonitrile). Reported procedure: A mixture of methyl-10bromodecanoate (5.22 g), triphenylphosphine (7.74 g) and sodium iodide (0.3 g) in acetonitrile (50 ml) was refluxed for 24 hours. The reactants are COC(CCCCCCCCCBr)=O (methyl-10bromodecanoate), C1(=CC=CC=C1)P(C1=CC=CC=C1)C1=CC=CC=C1 (triphenylphosphine), [I-].[Na+] (sodium iodide). As a reaction SMILES: [CH3:1][O:2][C:3](=[O:14])[CH2:4][CH2:5][CH2:6][CH2:7][CH2:8][CH2:9][CH2:10][CH2:11][CH2:12][Br:13].[C:15]1([P:21]([C:28]2[CH:33]=[CH:32][CH:31]=[CH:30][CH:29]=2)[C:22]2[CH:27]=[CH:26][CH:25]=[CH:24][CH:23]=2)[CH:20]=[CH:19][CH:18]=[CH:17][CH:16]=1.[I-].[Na+]>C(#N)C>[Br-:13].[CH3:1][O:2][C:3]([CH2:4][CH2:5][CH2:6][CH2:7][CH2:8][CH2:9][CH2:10][CH2:11][CH2:12][P+:21]([C:22]1[CH:23]=[CH:24][CH:25]=[CH:26][CH:27]=1)([C:28]1[CH:33]=[CH:32][CH:31]=[CH:30][CH:29]=1)[C:15]1[CH:16]=[CH:17][CH:18]=[CH:19][CH:20]=1)=[O:14] |f:2.3,5.6|. Reactants: NC(=CC(C)=O)C (4-amino-3-penten-2-one), C(C)(C)(C)O[Na] (t-BuONa), CC(C)(C)O (t-BuOH), COC1(N(CCC1)C)OC (2,2-Dimethoxy-1-methylpyrrolidine). The solvent is C1(=CC=CC=C1)C (toluene). Conditions: temperature 90 celsius, time 2 hour. The product is CN1CCC=2C1=NC(=CC2C)C (1,4,6-trimethyl-2,3-dihydro-1H-pyrrolo[2,3-b]pyridine). As a reaction SMILES: [NH2:1][C:2]([CH3:7])=[CH:3][C:4](=O)[CH3:5].CO[C:10]1(OC)[CH2:14][CH2:13][CH2:12][N:11]1[CH3:15].C(O[Na])(C)(C)C.CC(O)(C)C>C1(C)C=CC=CC=1>[CH3:15][N:11]1[C:10]2=[N:1][C:2]([CH3:7])=[CH:3][C:4]([CH3:5])=[C:14]2[CH2:13][CH2:12]1. Reported procedure: To a solution containing 1.20 g (12.1 mmol) of 4-amino-3-penten-2-one in 8 mL of toluene was added 3.00 g (20.7 mmol) of 2,2-Dimethoxy-1-methylpyrrolidine. The reaction mixture was heated at reflux and stirred for 2 h, cooled to 90° C., and then treated with 2.38 g (24.8 mmol) of t-BuONa and 2 mL of t-BuOH. The reaction mixture was stirred at 90° C. for another 16 h. The cooled reaction mixture was quenched by the addition of 10 mL of sat aq. NH4Cl. The mixture was extracted with three 30-mL por... The reactants are CN(C)c1ccncc1, O=C(Cl)C1CCC1, NC(c1ccc2ccc(-c3ccccc3)nc2c1)c1nccnc1Cl, ClCCl. Yields the product O=C(NC(c1ccc2ccc(-c3ccccc3)nc2c1)c1nccnc1Cl)C1CCC1. As a reaction SMILES: [CH3:33][N:34]([c:35]1[cH:36][cH:37][n:38][cH:39][cH:40]1)[CH3:41].[CH:26]1([C:30](=[O:31])[Cl:32])[CH2:27][CH2:28][CH2:29]1.[Cl:1][c:2]1[c:3]([CH:8]([c:9]2[cH:10][cH:11][c:12]3[cH:13][cH:14][c:15](-[c:19]4[cH:20][cH:21][cH:22][cH:23][cH:24]4)[n:16][c:17]3[cH:18]2)[NH2:25])[n:4][cH:5][cH:6][n:7]1.[Cl:42][CH2:43][Cl:44]>>[Cl:1][c:2]1[c:3]([CH:8]([c:9]2[cH:10][cH:11][c:12]3[cH:13][cH:14][c:15](-[c:19]4[cH:20][cH:21][cH:22][cH:23][cH:24]4)[n:16][c:17]3[cH:18]2)[NH:25][C:30]([CH:26]2[CH2:27][CH2:28][CH2:29]2)=[O:31])[n:4][cH:5][cH:6][n:7]1. The reactants are C(C1=CC=CC=C1)N(CC1=CC=CC=C1)[C@H](C=O)C ((S)-2-(N,N-Dibenzylamino)-propionaldehyde), BrCCCCCCCCCCCC (1-bromododecane). Yields the product C(C1=CC=CC=C1)N(CC1=CC=CC=C1)[C@@H](C)[C@@H](CCCCCCCCCCCC)O ((2S,3R)-2-(N,N-Dibenzylamino)-3-pentadecanol), oil. Yield: 43.0%. As a reaction SMILES: [CH2:1]([N:8]([C@@H:16]([CH3:19])[CH:17]=[O:18])[CH2:9][C:10]1[CH:15]=[CH:14][CH:13]=[CH:12][CH:11]=1)[C:2]1[CH:7]=[CH:6][CH:5]=[CH:4][CH:3]=1.Br[CH2:21][CH2:22][CH2:23][CH2:24][CH2:25][CH2:26][CH2:27][CH2:28][CH2:29][CH2:30][CH2:31][CH3:32]>>[CH2:9]([N:8]([C@H:16]([C@H:17]([OH:18])[CH2:32][CH2:31][CH2:30][CH2:29][CH2:28][CH2:27][CH2:26][CH2:25][CH2:24][CH2:23][CH2:22][CH3:21])[CH3:19])[CH2:1][C:2]1[CH:7]=[CH:6][CH:5]=[CH:4][CH:3]=1)[C:10]1[CH:15]=[CH:14][CH:13]=[CH:12][CH:11]=1. Procedure details: According to the method of Example 26, from aldehyde 4 (273 mg, 1.08 mmol) and 1-bromododecane (671 mg, 2.69 mmol), alcohol 31 was obtained as a colorless oil (195 mg, 43% yield). Starting materials: NC1(CCN(CC1)C(=O)OC(C)(C)C)C(N)=O (tert-butyl 4-amino-4-carbamoylpiperidine-1-carboxylate), FC(CC=O)(F)F (3,3,3-trifluoropropionaldehyde), C(C)(=O)O[BH-](OC(C)=O)OC(C)=O.[Na+] (sodium triacetoxyborohydride), C(C)(=O)O (acetic acid). Run in C(Cl)Cl (DCM), O (Water). Reaction conditions: time 3 hour. The product is C(N)(=O)C1(CCN(CC1)C(=O)OC(C)(C)C)NCCC(F)(F)F (tert-Butyl 4-carbamoyl-4-[(3,3,3-trifluoropropyl)-amino]piperidine-1-carboxylate). Reaction SMILES: [NH2:1][C:2]1([C:15](=[O:17])[NH2:16])[CH2:7][CH2:6][N:5]([C:8]([O:10][C:11]([CH3:14])([CH3:13])[CH3:12])=[O:9])[CH2:4][CH2:3]1.[F:18][C:19]([F:24])([F:23])[CH2:20][CH:21]=O.C(O[BH-](OC(=O)C)OC(=O)C)(=O)C.[Na+].C(O)(=O)C>O.C(Cl)Cl>[C:15]([C:2]1([NH:1][CH2:21][CH2:20][C:19]([F:24])([F:23])[F:18])[CH2:7][CH2:6][N:5]([C:8]([O:10][C:11]([CH3:12])([CH3:13])[CH3:14])=[O:9])[CH2:4][CH2:3]1)(=[O:17])[NH2:16] |f:2.3|. Procedure details: 10 g of tert-butyl 4-amino-4-carbamoylpiperidine-1-carboxylate, 4.42 g of 3,3,3-trifluoropropionaldehyde, 17.61 g of sodium triacetoxyborohydride and 4.51 ml of acetic acid are added, at AT, to 250 ml of DCM, and then the mixture is stirred for 3 hours. Water is added and the expected compound is extracted with DCM, and the organic phase is washed with a saturated solution of NaHCO3 and then with water. After drying of the organic phase, filtration and evaporation to dryness, 13 g of expected co... Starting materials: CC=1C=CC(=CC1)C(C)C (p-cymene), C(C)(C)(C)Cl (t-butylchloride), C=CC(C)(C)C (neohexene), [Cl-].[Al+3].[Cl-].[Cl-] (aluminium chloride), C(C)[Al](CC)CC (triethylaluminium). Yields the product CC1(CC(C(C2=CC(=CC=C12)C)(C)C)C)C (1,1,3,4,4,6-hexamethyl tetralin). As a reaction SMILES: [CH3:1][C:2]1[CH:3]=[CH:4][C:5]([CH:8]([CH3:10])[CH3:9])=[CH:6][CH:7]=1.[C:11](Cl)(C)(C)C.[CH2:16]=[CH:17][C:18](C)([CH3:20])[CH3:19].[Cl-].[Al+3].[Cl-].[Cl-].C([Al](CC)CC)C>>[CH3:9][C:8]1([CH3:11])[C:5]2[C:6](=[CH:7][C:2]([CH3:1])=[CH:3][CH:4]=2)[C:18]([CH3:20])([CH3:19])[CH:17]([CH3:16])[CH2:10]1 |f:3.4.5.6|. Reported procedure: p-cymene is reacted with t-butylchloride, neohexene and a mixture of aluminium chloride and triethylaluminium to form 1,1,3,4,4,6-hexamethyl tetralin by the general process described in U.S. Pat. No. 3,856,875 or Japanese 79125647 but modified by cooling the reaction mixture by including dichloromethane in it and refluxing this from the mixture at about 20 mm Hg, thereby maintaining a reaction temperature of about -15° C.